This data is from the Open Reaction Database (ORD), a public repository of structured organic reaction records. The task is: describe an organic reaction: reactants, conditions, products, and yield Reactants: FC1=C(C=C(C(=O)N(CC(F)(F)F)CC(F)(F)F)C=C1)[N+](=O)[O-] (4-Fluoro-3-nitro-N,N-bis(2,2,2-trifluoroethyl)benzamide), C1(CCCCC1)CN (cyclohexylmethylamine), TEA. Reported procedure: 4-Fluoro-3-nitro-N,N-bis(2,2,2-trifluoroethyl)benzamide (107 mg, 0.307 mmol) and cyclohexylmethylamine (0.050 mL, 0.368 mmol) were stirred in 3 mL of EtOH containing TEA (0.065 mL, 0.460 mmol) at 75° C. for 3 h. The mixture was concentrated. The residue was re-dissolved in EtOAc and washed with 5% KHSO4 solution, saturated NaHCO3 solution, brine and dried over anhydrous MgSO4. The title product was purified by flash chromatography using 9:1/hexanes:EtOAc. Yield: 113 mg (83%). 1H NMR (400 MHz, CD... Run in CCO (EtOH). Reaction SMILES: F[C:2]1[CH:20]=[CH:19][C:5]([C:6]([N:8]([CH2:14][C:15]([F:18])([F:17])[F:16])[CH2:9][C:10]([F:13])([F:12])[F:11])=[O:7])=[CH:4][C:3]=1[N+:21]([O-:23])=[O:22].[CH:24]1([CH2:30][NH2:31])[CH2:29][CH2:28][CH2:27][CH2:26][CH2:25]1>CCO>[CH:24]1([CH2:30][NH:31][C:2]2[CH:20]=[CH:19][C:5]([C:6]([N:8]([CH2:14][C:15]([F:17])([F:16])[F:18])[CH2:9][C:10]([F:12])([F:13])[F:11])=[O:7])=[CH:4][C:3]=2[N+:21]([O-:23])=[O:22])[CH2:29][CH2:28][CH2:27][CH2:26][CH2:25]1. Product: C1(CCCCC1)CNC1=C(C=C(C(=O)N(CC(F)(F)F)CC(F)(F)F)C=C1)[N+](=O)[O-] (4-[(Cyclohexylmethyl)amino]-3-nitro-N,N-bis(2,2,2-trifluoroethyl)benzamide). Procedure details: A stirred suspension of 12.65 g of 8-chloro-1,10a-dihydropyrrolo[1,2-b]isoquinoline-3,10[2H,5H]-dione (prepared in substantially the same manner as the 7-chloro compound in Example 12, m.p. 130°-136° C.) in 95% ethanol (85 ml) was treated with a premixed solution prepared from sodium acetate trihydrate (14.56 g) in water (48 ml) and hydroxylamine hydrochloride (7.44 g) in water (48 ml). The stirred suspension was heated to reflux, during which a solution formed followed by separation of a crysta... The yield is 81.4%. RXN SMILES: [Cl:1][C:2]1[CH:11]=[CH:10][C:9]2[CH2:8][N:7]3[C:12](=O)[CH2:13][CH2:14][CH:6]3[C:5](=[O:16])[C:4]=2[CH:3]=1.[OH2:17].O.O.C([O-])(=O)C.[Na+].Cl.[NH2:26]O>C(O)C.O>[Cl:1][C:2]1[CH:11]=[CH:10][C:9]2[CH2:8][N:7]3[CH2:12][CH2:13][C:14](=[N:26][OH:17])[CH:6]3[C:5](=[O:16])[C:4]=2[CH:3]=1 |f:1.2.3.4.5,6.7|. The solvent is C(C)O (ethanol), O (water), O (water). The reactants are ClC1=CC=2C(C3N(CC2C=C1)C(CC3)=O)=O (8-chloro-1,10a-dihydropyrrolo[1,2-b]isoquinoline-3,10[2H,5H]-dione), 7-chloro, O.O.O.C(C)(=O)[O-].[Na+] (sodium acetate trihydrate), Cl.NO (hydroxylamine hydrochloride). The product is ClC1=CC=2C(C3N(CC2C=C1)CCC3=NO)=O (8-Chloro-1,10a-dihydropyrrolo[1,2-b]isoquinoline-1,10[2H,5H]-dione oxime). The reactants are NS(=O)(=O)C1=CC=C(C=C1)C=1NC(C(C(=O)O)=CC1)=O (6-[4-(aminosulfonyl)phenyl]-1,2-dihydro-2-oxonicotinic acid), S(=O)(Cl)Cl (thionyl chloride). Solvent: CN(C=O)C (dimethylformamide). Product: NS(=O)(=O)C1=CC=C(C=C1)C=1NC(C(CCl)=CC1)=O (6-[4-(Aminosulfonyl)phenyl]-1,2-dihydro-2-oxonicotinyl Chloride). Reaction SMILES: [NH2:1][S:2]([C:5]1[CH:10]=[CH:9][C:8]([C:11]2[NH:12][C:13](=[O:20])[C:14](=[CH:18][CH:19]=2)[C:15](O)=O)=[CH:7][CH:6]=1)(=[O:4])=[O:3].S(Cl)([Cl:23])=O>CN(C)C=O>[NH2:1][S:2]([C:5]1[CH:10]=[CH:9][C:8]([C:11]2[NH:12][C:13](=[O:20])[C:14](=[CH:18][CH:19]=2)[CH2:15][Cl:23])=[CH:7][CH:6]=1)(=[O:4])=[O:3]. Procedure: A suspension of 4.0 g. of 6-[4-(aminosulfonyl)phenyl]-1,2-dihydro-2-oxonicotinic acid in 120 ml. of thionyl chloride is treated with 1 ml. of dimethylformamide and stirred at room temperature for 4 hours. The mixture is diluted with 200 ml. of hexane and the precipitate of 6-[4-(aminosulfonyl)phenyl]-1,2-dihydro-2-oxonicotinyl chloride is collected, washed with hexane and dried. The acid chloride is used as such without further purification. The reactants are CCCOc1ccccc1-c1nc2nc(SC)ncc2c(=O)[nH]1, CCO, NC1CC1, [Na+], [OH-]. Yields the product CCCOc1ccccc1-c1nc2nc(NC3CC3)ncc2c(=O)[nH]1. RXN SMILES: [CH3:1][S:2][c:3]1[n:4][cH:5][c:6]2[c:7]([n:8]1)[n:9][c:10](-[c:14]1[c:15]([O:20][CH2:21][CH2:22][CH3:23])[cH:16][cH:17][cH:18][cH:19]1)[nH:11][c:12]2=[O:13].[CH3:28][CH2:29][OH:30].[CH:24]1([NH2:27])[CH2:25][CH2:26]1.[Na+:32].[OH-:31]>>[c:3]1([NH:27][CH:24]2[CH2:25][CH2:26]2)[n:4][cH:5][c:6]2[c:7]([n:8]1)[n:9][c:10](-[c:14]1[c:15]([O:20][CH2:21][CH2:22][CH3:23])[cH:16][cH:17][cH:18][cH:19]1)[nH:11][c:12]2=[O:13].